Dataset: the Open Reaction Database (ORD), a public repository of structured organic reaction records. Task: describe an organic reaction: reactants, conditions, products, and yield The reactants are NC1=C2N(C(C(=C1NC1=C(C=C(C=C1)I)F)C)=O)CCS2 (8-amino-7-(2-fluoro-4-iodo-phenylamino)-6-methyl-2,3-dihydro-thiazolo[3,2-a]pyridin-5-one), C(C1=CC=CC=C1)OCC1(CC1)S(=O)(=O)Cl (1-benzyloxymethyl-cyclopropanesulfonyl chloride). The solvent is N1=CC=CC=C1 (pyridine). Yields the product FC1=C(C=CC(=C1)I)NC=1C(=C2N(C(C1C)=O)CCS2)NS(=O)(=O)C2(CC2)COCC2=CC=CC=C2 (1-Benzyloxymethyl-cyclopropanesulfonic acid [7-(2-fluoro-4-iodo-phenylamino)-6-methyl-5-oxo-2,3-dihydro-5H-thiazolo[3,2-a]pyridin-8-yl]-amide). Yield: 682.0%. Reaction SMILES: [NH2:1][C:2]1[C:7]([NH:8][C:9]2[CH:14]=[CH:13][C:12]([I:15])=[CH:11][C:10]=2[F:16])=[C:6]([CH3:17])[C:5](=[O:18])[N:4]2[CH2:19][CH2:20][S:21][C:3]=12.[CH2:22]([O:29][CH2:30][C:31]1([S:34](Cl)(=[O:36])=[O:35])[CH2:33][CH2:32]1)[C:23]1[CH:28]=[CH:27][CH:26]=[CH:25][CH:24]=1>N1C=CC=CC=1>[F:16][C:10]1[CH:11]=[C:12]([I:15])[CH:13]=[CH:14][C:9]=1[NH:8][C:7]1[C:2]([NH:1][S:34]([C:31]2([CH2:30][O:29][CH2:22][C:23]3[CH:28]=[CH:27][CH:26]=[CH:25][CH:24]=3)[CH2:33][CH2:32]2)(=[O:36])=[O:35])=[C:3]2[S:21][CH2:20][CH2:19][N:4]2[C:5](=[O:18])[C:6]=1[CH3:17]. Reported procedure: Using the same reaction conditions and workup as described for the preparation of Example 19A, 8-amino-7-(2-fluoro-4-iodo-phenylamino)-6-methyl-2,3-dihydro-thiazolo[3,2-a]pyridin-5-one (I-19f: 0.2 g, 0.048 mmol) in pyridine (2 mL) was reacted with 1-benzyloxymethyl-cyclopropanesulfonyl chloride (137 mg, 0.52 mmol) to afford the crude product. Purification by column chromatography on silica gel (50% ethylacetate in hexane) afforded 0.21 g of the product (70% yield). Reactants: C(C1=CN=CC=C1)(=O)OCC (ethyl nicotinate), C(CCC)(=O)OCC (ethyl butyrate), [O-]CC.[Na+] (sodium ethoxide). The solvent is O (water). Reaction conditions: temperature 100 celsius. The product is N1=CC(=CC=C1)C(=O)CCC (propyl 3-pyridyl ketone). Reaction SMILES: [C:1]([O:9]CC)(=O)[C:2]1[CH:7]=[CH:6][CH:5]=[N:4][CH:3]=1.[C:12](OCC)(=O)[CH2:13][CH2:14]C.[O-]CC.[Na+]>O>[N:4]1[CH:5]=[CH:6][CH:7]=[C:2]([C:1]([CH2:12][CH2:13][CH3:14])=[O:9])[CH:3]=1 |f:2.3|. Procedure details: A mixture of ethyl nicotinate (15.1 g, 0.1 mole), ethyl butyrate (17.4 g, 0.15 mole) and sodium ethoxide (10.2 g, 0.15 mole) was stirred and heated under nitrogen at 100°C. for five hours. After cooling, the mixture was diluted with water (150 ml), extracted with diethyl ether (50 ml) and the aqueous layer made acidic to pH1 with concentrated hydrochloric acid (50 ml). The aqueous layer was heated at 90°C. for 2 hours, cooled, and made alkaline with solid potassium carbonate and extracted with d... The reactants are C(C)[Mg]Cl (Ethylmagnesium chloride), solution, FC=1C=CC(=C2CC[C@H](C12)OC1=CC2=C([C@@H](CO2)CC(=O)O)C=C1)C1=C(C=C(C=C1C)OCC(=O)OC)C (2-((S)-6-((R)-7-fluoro-4-(4-(2-methoxy-2-oxoethoxy)-2,6-dimethylphenyl)-2,3-dihydro-1H-inden-1-yloxy)-2,3-dihydrobenzofuran-3-yl)acetic acid), C(C)[Mg]Cl (ethylmagnesium chloride), solution. Reagents/catalysts: CC(C)O[Ti](OC(C)C)(OC(C)C)OC(C)C (Ti(OiPr)4). Run in O1CCCC1 (tetrahydrofurane), O1CCCC1 (tetrahydrofurane), O1CCCC1 (tetrahydrofurane). Reaction conditions: time 30 minute. The product is FC=1C=CC(=C2CC[C@H](C12)OC1=CC2=C([C@@H](CO2)CC(=O)O)C=C1)C1=C(C=C(C=C1C)OCC1(CC1)O)C (2-((S)-6-((R)-7-Fluoro-4-(4-((1-hydroxycyclopropyl)methoxy)-2,6-dimethylphenyl)-2,3-dihydro-1H-inden-1-yloxy)-2,3-dihydrobenzofuran-3-yl)acetic acid). Reaction SMILES: [CH2:1]([Mg]Cl)[CH3:2].[F:5][C:6]1[CH:7]=[CH:8][C:9]([C:29]2[C:34]([CH3:35])=[CH:33][C:32]([O:36][CH2:37][C:38](OC)=[O:39])=[CH:31][C:30]=2[CH3:42])=[C:10]2[C:14]=1[C@H:13]([O:15][C:16]1[CH:28]=[CH:27][C:19]3[C@H:20]([CH2:23][C:24]([OH:26])=[O:25])[CH2:21][O:22][C:18]=3[CH:17]=1)[CH2:12][CH2:11]2>O1CCCC1.CC(O[Ti](OC(C)C)(OC(C)C)OC(C)C)C>[F:5][C:6]1[CH:7]=[CH:8][C:9]([C:29]2[C:34]([CH3:35])=[CH:33][C:32]([O:36][CH2:37][C:38]3([OH:39])[CH2:2][CH2:1]3)=[CH:31][C:30]=2[CH3:42])=[C:10]2[C:14]=1[C@H:13]([O:15][C:16]1[CH:28]=[CH:27][C:19]3[C@H:20]([CH2:23][C:24]([OH:26])=[O:25])[CH2:21][O:22][C:18]=3[CH:17]=1)[CH2:12][CH2:11]2. Reported procedure: Ethylmagnesium chloride (380 μL of a 1 M solution in tetrahydrofurane) is added dropwise under argon to a solution of 2-((S)-6-((R)-7-fluoro-4-(4-(2-methoxy-2-oxoethoxy)-2,6-dimethylphenyl)-2,3-dihydro-1H-inden-1-yloxy)-2,3-dihydrobenzofuran-3-yl)acetic acid in tetrahydrofurane (4 mL). The mixture is stirred at room temperature for 30 minutes. Ti(OiPr)4 (120 μL) is added dropwise and after stirring for 30 minutes ethylmagnesium chloride (1.15 mL of a 1 M solution in tetrahydrofurane) is added dr... Reactants: C1COCCO1, COC1CNC2C(O)COC12, [Na+], [Na+], O=C([O-])[O-], O, O=C(Cl)OCC1c2ccccc2-c2ccccc21. The product is COC1CN(C(=O)OCC2c3ccccc3-c3ccccc32)C2C(O)COC12. Reaction SMILES: [CH2:37]1[O:38][CH2:39][CH2:40][O:41][CH2:42]1.[CH3:7][O:8][CH:9]1[CH:10]2[CH:11]([NH:12][CH2:13]1)[CH:14]([OH:17])[CH2:15][O:16]2.[Na+:1].[Na+:2].[O-:3][C:4](=[O:5])[O-:6].[OH2:36].[cH:18]1[cH:19][cH:20][cH:21][c:22]2[c:30]1[CH:29]([CH2:31][O:32][C:33](=[O:34])[Cl:35])[c:28]1[c:23]-2[cH:24][cH:25][cH:26][cH:27]1>>[CH3:7][O:8][CH:9]1[CH:10]2[CH:11]([N:12]([C:33]([O:32][CH2:31][CH:29]3[c:28]4[c:23]([cH:24][cH:25][cH:26][cH:27]4)-[c:22]4[cH:21][cH:20][cH:19][cH:18][c:30]43)=[O:34])[CH2:13]1)[CH:14]([OH:17])[CH2:15][O:16]2.